This data is from the Open Reaction Database (ORD), a public repository of structured organic reaction records. The task is: describe an organic reaction: reactants, conditions, products, and yield Reactants: COc1cc(N)ccc1C, [Cl-], Cl, O=N[O-], [Na+], O, O, O. The product is COc1cc(NN)ccc1C. As a reaction SMILES: [CH3:1][c:2]1[c:3]([O:9][CH3:10])[cH:4][c:5]([NH2:6])[cH:7][cH:8]1.[Cl-:17].[ClH:18].[N:11]([O-:12])=[O:13].[Na+:14].[OH2:15].[OH2:16].[OH2:19]>>[CH3:1][c:2]1[c:3]([O:9][CH3:10])[cH:4][c:5]([NH:6][NH2:11])[cH:7][cH:8]1.